Dataset: the Open Reaction Database (ORD), a public repository of structured organic reaction records. Task: describe an organic reaction: reactants, conditions, products, and yield RXN SMILES: [C:1]1([CH2:7][CH2:8][CH2:9][CH2:10][P:11]([OH:13])[OH:12])[CH:6]=[CH:5][CH:4]=[CH:3][CH:2]=1.[OH-].[Na+].[Mn]([O-])(=O)(=O)=[O:17].[K+].Cl.S(=O)(O)[O-].[Na+]>CC(C)=O.O.C(OCC)(=O)C>[C:1]1([CH2:7][CH2:8][CH2:9][CH2:10][P:11](=[O:17])([OH:13])[OH:12])[CH:6]=[CH:5][CH:4]=[CH:3][CH:2]=1 |f:1.2,3.4,6.7|. The product is C1(=CC=CC=C1)CCCCP(O)(O)=O (4-Phenylbutylphosphonic acid). Conditions: temperature 20 celsius. Reported procedure: 4-Phenylbutylphosphonous acid (47.19 gm, 0.238 mole) was dissolved in acetone (250 ml) and diluted with water (50 ml). Sodium hydroxide solution (9.5 gm, 0.238 mole) in water (50 ml) was added to it to get pH=7.0. The reaction mixture was cooled to 20° C. and potassium permanganate solution (22.5 gm, 0.142 mole) in water (250 ml) was added to it with stirring and maintaining the temperature around 20°-2 ° C. After the addition (15 minutes), the reaction mixture was stirred for 15 minutes at room... Reactants: S([O-])(O)=O.[Na+] (sodium bisulphite), C1(=CC=CC=C1)CCCCP(O)O (4-Phenylbutylphosphonous acid), [Mn](=O)(=O)(=O)[O-].[K+] (potassium permanganate), Cl (HCl), [OH-].[Na+] (Sodium hydroxide). Run in O (water), C(C)(=O)OCC (ethyl acetate), CC(=O)C (acetone), O (water), O (water). Reactants: Cl.NC=1C2=C(NS(N1)(=O)=O)C=CC=C2OC[C@@H]2CNCCC2 ((S)-4-amino-5-(piperidin-3-ylmethoxy)-1H-benzo[c][1,2,6]thiadiazine 2,2-dioxide hydrochloride), N1=C(N=CC=C1)CC(=O)O (2-(pyrimidin-2-yl)acetic acid). Product: NC=1C2=C(NS(N1)(=O)=O)C=CC=C2OC[C@@H]2CN(CCC2)C(CC2=NC=CC=N2)=O ((S)-1-(3-(((4-amino-2,2-dioxido-1H-benzo[c][1,2,6]thiadiazin-5-yl)oxy)methyl)piperidin-1-yl)-2-(pyrimidin-2-yl)ethanone). RXN SMILES: Cl.[NH2:2][C:3]1[C:4]2[C:14]([O:15][CH2:16][C@H:17]3[CH2:22][CH2:21][CH2:20][NH:19][CH2:18]3)=[CH:13][CH:12]=[CH:11][C:5]=2[NH:6][S:7](=[O:10])(=[O:9])[N:8]=1.[N:23]1[CH:28]=[CH:27][CH:26]=[N:25][C:24]=1[CH2:29][C:30](O)=[O:31]>>[NH2:2][C:3]1[C:4]2[C:14]([O:15][CH2:16][C@H:17]3[CH2:22][CH2:21][CH2:20][N:19]([C:30](=[O:31])[CH2:29][C:24]4[N:25]=[CH:26][CH:27]=[CH:28][N:23]=4)[CH2:18]3)=[CH:13][CH:12]=[CH:11][C:5]=2[NH:6][S:7](=[O:9])(=[O:10])[N:8]=1 |f:0.1|. Procedure: Prepared as in Example 2 from (S)-5-(piperidin-3-ylmethoxy)-1H-benzo[c][1,2,6]thiadiazin-4-amine-2,2-dioxide hydrochloride (Example 2a) and 2-(pyrimidin-2-yl)acetic acid (Example 31a) (10% yield). 1H NMR (400 MHz, DMSO-d6) δ 1.31-1.47 (m, 2H), 1.57-1.76 (m, 1H), 1.85 (m, 1H), 2.00 (d, 1H, J=7.9 Hz), 2.03-2.25 (m, 1H), 3.00 (m, 1H), 3.69-4.22 (m, 6H), 6.56 (m, 1H), 6.65 (m, 1H), 7.32 (t, 1H, J=4.9 Hz), 7.39 (t, 1H, J=4.9 Hz), 7.53-7.84 (m, 2H), 8.70 (d, 1H, J=4.9 Hz), 8.76 (d, 1H, J=4.9 Hz), 10.9... Reactants: BrB(Br)Br, COc1cc(-c2ccccc2Cl)c2ccc(=O)n(-c3ccccc3Cl)c2c1, ClCCl. Yields the product O=c1ccc2c(-c3ccccc3Cl)cc(O)cc2n1-c1ccccc1Cl. RXN SMILES: [B:28]([Br:29])([Br:30])[Br:31].[Cl:1][c:2]1[c:3](-[n:8]2[c:9](=[O:27])[cH:10][cH:11][c:12]3[c:13](-[c:20]4[c:21]([Cl:26])[cH:22][cH:23][cH:24][cH:25]4)[cH:14][c:15]([O:18][CH3:19])[cH:16][c:17]23)[cH:4][cH:5][cH:6][cH:7]1.[Cl:32][CH2:33][Cl:34]>>[Cl:1][c:2]1[c:3](-[n:8]2[c:9](=[O:27])[cH:10][cH:11][c:12]3[c:13](-[c:20]4[c:21]([Cl:26])[cH:22][cH:23][cH:24][cH:25]4)[cH:14][c:15]([OH:18])[cH:16][c:17]23)[cH:4][cH:5][cH:6][cH:7]1. Starting materials: ClC1=NC=C(C(=O)NCC2CC2)C=C1 (6-Chloro-N-cyclopropylmethylnicotinamide), ClC1=NC=C(C(=O)NCC2CC2)C=C1 (6-Chloro-N-cyclopropylmethylnicotinamide), CC1=C(C=C(C=C1)NC(C1=CC(=NC=C1)N1CCCC1)=O)B1OC(C(O1)(C)C)(C)C (N-[4-methyl-3-(4,4,5,5-tetramethyl-[1,3,2]dioxaborolan-2-yl)-phenyl]-2-pyrrolidin-1yl-isonicotinamide), CC1=C(C=C(C=C1)NC(C1=CC(=NC=C1)N1CCCC1)=O)B1OC(C(O1)(C)C)(C)C (N-[4-methyl-3-(4,4,5,5-tetramethyl-[1,3,2]dioxaborolan-2-yl)-phenyl]-2-pyrrolidin-1yl-isonicotinamide), C([O-])([O-])=O.[Na+].[Na+] (sodium carbonate). Reagents/catalysts: C=1C=CC(=CC1)[P](C=2C=CC=CC2)(C=3C=CC=CC3)[Pd]([P](C=4C=CC=CC4)(C=5C=CC=CC5)C=6C=CC=CC6)([P](C=7C=CC=CC7)(C=8C=CC=CC8)C=9C=CC=CC9)[P](C=1C=CC=CC1)(C=1C=CC=CC1)C=1C=CC=CC1 (tetrakis(triphenylphosphine)palladium). The solvent is CN(C)C=O (DMF). Yields the product C1(CC1)CNC(=O)C=1C=CC(=NC1)C=1C=C(C=CC1C)NC(C1=CC(=NC=C1)N1CCCC1)=O (N-(3-[5-(cyclopropylmethyl-carbamoyl)-pyridin-2-yl]-4-methyl-phenyl)-2-pyrrolidin-1-yl-isonicotinamide). Yield: 59.3%. Reaction SMILES: Cl[C:2]1[CH:14]=[CH:13][C:5]([C:6]([NH:8][CH2:9][CH:10]2[CH2:12][CH2:11]2)=[O:7])=[CH:4][N:3]=1.[CH3:15][C:16]1[CH:21]=[CH:20][C:19]([NH:22][C:23](=[O:35])[C:24]2[CH:29]=[CH:28][N:27]=[C:26]([N:30]3[CH2:34][CH2:33][CH2:32][CH2:31]3)[CH:25]=2)=[CH:18][C:17]=1B1OC(C)(C)C(C)(C)O1.C(=O)([O-])[O-].[Na+].[Na+]>CN(C=O)C.C1C=CC([P]([Pd]([P](C2C=CC=CC=2)(C2C=CC=CC=2)C2C=CC=CC=2)([P](C2C=CC=CC=2)(C2C=CC=CC=2)C2C=CC=CC=2)[P](C2C=CC=CC=2)(C2C=CC=CC=2)C2C=CC=CC=2)(C2C=CC=CC=2)C2C=CC=CC=2)=CC=1>[CH:10]1([CH2:9][NH:8][C:6]([C:5]2[CH:13]=[CH:14][C:2]([C:17]3[CH:18]=[C:19]([NH:22][C:23](=[O:35])[C:24]4[CH:29]=[CH:28][N:27]=[C:26]([N:30]5[CH2:31][CH2:32][CH2:33][CH2:34]5)[CH:25]=4)[CH:20]=[CH:21][C:16]=3[CH3:15])=[N:3][CH:4]=2)=[O:7])[CH2:12][CH2:11]1 |f:2.3.4,^1:59,61,80,99|. Procedure details: 6-Chloro-N-cyclopropylmethylnicotinamide (Intermediate 1) (25 mg, 0.098 mmol) and N-[4-methyl-3-(4,4,5,5-tetramethyl-[1,3,2]dioxaborolan-2-yl)-phenyl]-2-pyrrolidin-1yl-isonicotinamide (Intermediate 18) (30 mg, 0.074 mmol), aqueous sodium carbonate (2N, 0.5 ml) and tetrakis(triphenylphosphine)palladium (4 mg) were heated at 80° C. in DMF (1 ml) for 18 hours. The reaction was absorbed onto silica,applied to a bond-elut (10 g, silica) and eluted with an ethylacetate/cyclohexane (0 to 100%), then ac...